This data is from the Open Reaction Database (ORD), a public repository of structured organic reaction records. The task is: describe an organic reaction: reactants, conditions, products, and yield The reactants are C(C)(=O)N1CCC(CC1)OC1=CC=C(C=C1)[N+](=O)[O-] (1-Acetyl-4-(4-nitrophenyloxy) piperidine), Cl (hydrochloric acid). The reagents and catalysts are [Pd] (palladium/carbon). Solvent: C(C)O (ethanol). Product: C(C)(=O)N1CCC(CC1)OC1=CC=C(C=C1)N (1-acetyl-4-(4-aminophenyloxy) piperidine). Isolated yield 93.2%. Reaction SMILES: [C:1]([N:4]1[CH2:9][CH2:8][CH:7]([O:10][C:11]2[CH:16]=[CH:15][C:14]([N+:17]([O-])=O)=[CH:13][CH:12]=2)[CH2:6][CH2:5]1)(=[O:3])[CH3:2].Cl>C(O)C.[Pd]>[C:1]([N:4]1[CH2:9][CH2:8][CH:7]([O:10][C:11]2[CH:12]=[CH:13][C:14]([NH2:17])=[CH:15][CH:16]=2)[CH2:6][CH2:5]1)(=[O:3])[CH3:2]. Procedure: 1-Acetyl-4-(4-nitrophenyloxy) piperidine (4.72 g) was dissolved in ethanol (50 ml) and to the mixture was added conc. hydrochloric acid (2.5 ml). By using 10% palladium/carbon as a catalyst, catalytic reduction was conducted at a normal temperature and normal pressure. After completion of the reaction, the catalyst was removed and the solvent was distilled off. To the residual oily compound was added water (20 ml). The solution was made basic with addition of solid potassium carbonate and extrac... The reactants are C(C)OC(C=CC1(CCCC2=CC=CC=C12)C)=O (3-(1,2,3,4-Tetrahydro-1-methylnaphth-1-yl)-acrylic acid ethyl ester), [H][H] (hydrogen). The reagents and catalysts are [Pd] (Pd on carbon). The solvent is C(C)O (ethanol). Yields the product C(C)OC(CCC1(CCCC2=CC=CC=C12)C)=O (3-(1,2,3,4-Tetrahydro-1-methylnaphth-1-yl)-propionic acid ethyl ester). Reaction SMILES: [CH2:1]([O:3][C:4](=[O:18])[CH:5]=[CH:6][C:7]1([CH3:17])[C:16]2[C:11](=[CH:12][CH:13]=[CH:14][CH:15]=2)[CH2:10][CH2:9][CH2:8]1)[CH3:2].[H][H]>C(O)C.[Pd]>[CH2:1]([O:3][C:4](=[O:18])[CH2:5][CH2:6][C:7]1([CH3:17])[C:16]2[C:11](=[CH:12][CH:13]=[CH:14][CH:15]=2)[CH2:10][CH2:9][CH2:8]1)[CH3:2]. Procedure: A solution of 21 g of 4 in 200 ml ethanol was hydrogenated in the presence of 2 g 5% Pd on carbon. After the take-up of hydrogen was complete, the catalyst was filtered off and the filtrate evaporated. This yielded 21 g of colourless oil; Rf =0.42 (hexane/ethyl acetate 9/1). Reactants: OCCCCCCCCCCCCCCBr, [Li]CCCC, C1CCOC1, CC1CCC2(CC1S(=O)(=O)c1ccccc1)OCCO2, [Cl-], [NH4+], c1ccc(C(c2ccccc2)c2ccccc2)cc1. Yields the product CC1CCC2(CC1(CCCCCCCCCCCCCCO)S(=O)(=O)c1ccccc1)OCCO2. As a reaction SMILES: [Br:45][CH2:46][CH2:47][CH2:48][CH2:49][CH2:50][CH2:51][CH2:52][CH2:53][CH2:54][CH2:55][CH2:56][CH2:57][CH2:58][CH2:59][OH:60].[CH2:1]([Li:2])[CH2:3][CH2:4][CH3:5].[CH2:63]1[O:64][CH2:65][CH2:66][CH2:67]1.[CH2:6]1[O:7][C:8]2([CH2:9][CH:10]([S:15](=[O:16])(=[O:17])[c:18]3[cH:19][cH:20][cH:21][cH:22][cH:23]3)[CH:11]([CH3:14])[CH2:12][CH2:13]2)[O:24][CH2:25]1.[Cl-:61].[NH4+:62].[c:26]1([CH:27]([c:28]2[cH:29][cH:30][cH:31][cH:32][cH:33]2)[c:34]2[cH:35][cH:36][cH:37][cH:38][cH:39]2)[cH:40][cH:41][cH:42][cH:43][cH:44]1>>[CH2:6]1[O:7][C:8]2([CH2:9][C:10]([S:15](=[O:16])(=[O:17])[c:18]3[cH:19][cH:20][cH:21][cH:22][cH:23]3)([CH2:46][CH2:47][CH2:48][CH2:49][CH2:50][CH2:51][CH2:52][CH2:53][CH2:54][CH2:55][CH2:56][CH2:57][CH2:58][CH2:59][OH:60])[CH:11]([CH3:14])[CH2:12][CH2:13]2)[O:24][CH2:25]1. Reactants: CC1(CCCC(N1[O])(C)C)C (2,2,6,6-tetramethylpiperidine 1-oxyl), ClN1C(N(C(N(C1=O)Cl)=O)Cl)=O (trichloroisocyanuric acid), CC(C)OC=1C=CC(=NC1)C(C)O (1-[5-(1-Methylethoxy)pyridin-2-yl]ethanol). Solvent: CC(=O)C (acetone). Reaction conditions: temperature 0 celsius, time 10 minute. Product: CC(C)OC=1C=CC(=NC1)C(C)=O (1-[5-(1-methylethoxy)pyridin-2-yl]ethanone). Isolated yield 93.8%. As a reaction SMILES: [CH3:1][CH:2]([O:4][C:5]1[CH:6]=[CH:7][C:8]([CH:11]([OH:13])[CH3:12])=[N:9][CH:10]=1)[CH3:3].CC1(C)N([O])C(C)(C)CCC1.ClN1C(=O)N(Cl)C(=O)N(Cl)C1=O>CC(C)=O>[CH3:3][CH:2]([O:4][C:5]1[CH:6]=[CH:7][C:8]([C:11](=[O:13])[CH3:12])=[N:9][CH:10]=1)[CH3:1] |^1:17|. Procedure: 1-[5-(1-Methylethoxy)pyridin-2-yl]ethanol (22 mg, 0.119 mmol) was dissolved in acetone (1.2 mL), added 2,2,6,6-tetramethylpiperidine 1-oxyl (2.0 mg, 0.012 mmol) and trichloroisocyanuric acid (30 mg, 0.131 mmol) under ice-cold conditions, and the mixture was stirred at 0° C. for 10 minutes. The reaction solution was concentrated in vacuo, added an aqueous solution of sodium hydrogen carbonate, and extracted with ethyl acetate. The organic layer was washed with brine, dried over sodium sulfate, an... Reactants: OC=1C=CC2=C(C=C(CO2)C=O)C1 (6-hydroxy-2H-1-benzopyran-3-carboxaldehyde), C([O-])([O-])=O.[K+].[K+] (potassium carbonate), FC(C1=CC=C(CBr)C=C1)(F)F (4-trifluoromethylbenzyl bromide). Run in O (water), CN(C)C=O (DMF). Run at time 8 hour. Yields the product FC(C1=CC=C(COC=2C=CC3=C(C=C(CO3)C=O)C2)C=C1)(F)F (6-(4-trifluoromethylbenzyloxy)-2H-1-benzopyran-3-carboxaldehyde). RXN SMILES: [OH:1][C:2]1[CH:3]=[CH:4][C:5]2[O:10][CH2:9][C:8]([CH:11]=[O:12])=[CH:7][C:6]=2[CH:13]=1.C(=O)([O-])[O-].[K+].[K+].[F:20][C:21]([F:31])([F:30])[C:22]1[CH:29]=[CH:28][C:25]([CH2:26]Br)=[CH:24][CH:23]=1>CN(C=O)C.O>[F:20][C:21]([F:30])([F:31])[C:22]1[CH:29]=[CH:28][C:25]([CH2:26][O:1][C:2]2[CH:3]=[CH:4][C:5]3[O:10][CH2:9][C:8]([CH:11]=[O:12])=[CH:7][C:6]=3[CH:13]=2)=[CH:24][CH:23]=1 |f:1.2.3|. Procedure: The starting material is prepared as follows: A mixture of 6-hydroxy-2H-1-benzopyran-3-carboxaldehyde (2.50 g, 14.2 mmol) and potassium carbonate (3.62 g, 38.4 mmol) in 50 ml of DMF is treated with 4-trifluoromethylbenzyl bromide (3.73 g, 15.6 mmol). The reaction is allowed to proceed overnight at room temperature. The mixture is diluted with water and extracted three times with dichloromethane. The combined organic layers are washed once with water, dried (MgSO4), and evaporated. Purification b... The reactants are C(C)(=O)O (acetic acid), C1(=CC=CC=C1)N1N=CC=2C=C3C(=C(C2C1=O)O)C1=C(C=2C(C4=CC(=C(C(=C4C(C2C(=C1CC3)OC)=O)O)C)O)=O)O (2-phenyl-10,12,15,16-tetrahydroxy-8-methoxy-11-methyl-9,14-dioxo-6,7,9, 14-tetrahydronaphthaceno[1,2-g]phthalazin-1-one), [OH-].[Na+] (sodium hydroxide), ClC(=O)OC (methyl chloroformate). The solvent is O (water). The product is C1(=CC=CC=C1)N1N=CC=2C=C3C(=C(C2C1=O)O)C1=C(C=2C(C4=CC(=C(C(=C4C(C2C(=C1CC3)OC)=O)O)C)OC(=O)OC)=O)O (2-Phenyl-10,15,16-trihydroxy-8-methoxy-12-methoxycarbonyloxy-11-methyl-9,14-dioxo-6,7,9,14-tetrahydronaphthaceno[1,2-g]phthalazin-1-one). Isolated yield 84.0%. Reaction SMILES: [C:1]1([N:7]2[C:16](=[O:17])[C:15]3[C:14]([OH:18])=[C:13]4[C:19]5[C:32]([CH2:33][CH2:34][C:12]4=[CH:11][C:10]=3[CH:9]=[N:8]2)=[C:31]([O:35][CH3:36])[C:30]2[C:29](=[O:37])[C:28]3[C:23](=[CH:24][C:25]([OH:40])=[C:26]([CH3:39])[C:27]=3[OH:38])[C:22](=[O:41])[C:21]=2[C:20]=5[OH:42])[CH:6]=[CH:5][CH:4]=[CH:3][CH:2]=1.[OH-].[Na+].Cl[C:46]([O:48][CH3:49])=[O:47].C(O)(=O)C>O>[C:1]1([N:7]2[C:16](=[O:17])[C:15]3[C:14]([OH:18])=[C:13]4[C:19]5[C:32]([CH2:33][CH2:34][C:12]4=[CH:11][C:10]=3[CH:9]=[N:8]2)=[C:31]([O:35][CH3:36])[C:30]2[C:29](=[O:37])[C:28]3[C:23](=[CH:24][C:25]([O:40][C:46]([O:48][CH3:49])=[O:47])=[C:26]([CH3:39])[C:27]=3[OH:38])[C:22](=[O:41])[C:21]=2[C:20]=5[OH:42])[CH:6]=[CH:5][CH:4]=[CH:3][CH:2]=1 |f:1.2|. Procedure: A solution of 281.2 mg (0.5 mmol) of 2-phenyl-10,12,15,16-tetrahydroxy-8-methoxy-11-methyl-9,14-dioxo-6,7,9,14-tetrahydronaphthaceno[1,2-g]phthalazin-1-one (5) in 2 m of 2 M sodium hydroxide solution is diluted with 5 m of water. This solution is equilibrated at 5° C. and, while stirring, 2 m of methyl chloroformate are added. The mixture is subsequently stirred at room temperature for 30 min and then neutralized with acetic acid. The precipitated product is filtered off with suction to obtain 2... The reactants are ClC1=NC2=C(N1C)C=CC(=C2)F (2-chloro-5-fluoro-1-methyl-1H-benzimidazole), N1CCNCC1 (piperazine). Run in C(CCC)O (n-butanol). Reported procedure: 0.7 g 2-chloro-5-fluoro-1-methyl-1H-benzimidazole and 1.3 g piperazine are suspended in 10 ml n-butanol and stirred for 48 hours at ambient temperature. The reaction mixture is evaporated to dryness and the product is purified by chromatography (aluminium oxide, methylene chloride/methanol 10/1). 0.73 g (V-8) are obtained as a solid. 1H NMR (400 MHz, DMSO): 6.9 (1H, t); 3.6 (3H, s). Product: FC1=CC2=C(N(C(=N2)N2CCNCC2)C)C=C1 (5-fluoro-1-methyl-2-piperazin-1-yl-1H-benzimidazole). Reaction conditions: time 48 hour. As a reaction SMILES: Cl[C:2]1[N:6]([CH3:7])[C:5]2[CH:8]=[CH:9][C:10]([F:12])=[CH:11][C:4]=2[N:3]=1.[NH:13]1[CH2:18][CH2:17][NH:16][CH2:15][CH2:14]1>C(O)CCC>[F:12][C:10]1[CH:9]=[CH:8][C:5]2[N:6]([CH3:7])[C:2]([N:13]3[CH2:18][CH2:17][NH:16][CH2:15][CH2:14]3)=[N:3][C:4]=2[CH:11]=1.